This data is from the Open Reaction Database (ORD), a public repository of structured organic reaction records. The task is: describe an organic reaction: reactants, conditions, products, and yield The reactants are O=C1CCC(=O)N1Br, CN(C)C#N, ClC(Cl)(Cl)Cl, ClCCl, CON(C)C(=O)c1ccc(-c2ccc(C)cc2)cc1. Yields the product CON(C)C(=O)c1ccc(-c2ccc(CBr)cc2)cc1. RXN SMILES: [Br:20][N:21]1[C:22](=[O:23])[CH2:24][CH2:25][C:26]1=[O:27].[C:28](#[N:29])[N:30]([CH3:31])[CH3:32].[C:33]([Cl:34])([Cl:35])([Cl:36])[Cl:37].[CH2:38]([Cl:39])[Cl:40].[CH3:1][O:2][N:3]([C:4](=[O:5])[c:6]1[cH:7][cH:8][c:9](-[c:12]2[cH:13][cH:14][c:15]([CH3:18])[cH:16][cH:17]2)[cH:10][cH:11]1)[CH3:19]>>[CH3:1][O:2][N:3]([C:4](=[O:5])[c:6]1[cH:7][cH:8][c:9](-[c:12]2[cH:13][cH:14][c:15]([CH2:18][Br:20])[cH:16][cH:17]2)[cH:10][cH:11]1)[CH3:19]. Reactants: Cl.FC1=CC=C(C=C1)C1CCNCC1 (4-(4-fluorophenyl)piperidine hydrochloride), BrCCCC1=C2C(C(=O)NC2=O)=CC=C1 (3-bromopropylphthalimide), C([O-])([O-])=O.[K+].[K+] (potassium carbonate). The solvent is CN(C)C=O (DMF). Run at temperature 97.5 celsius, time 12 hour. Yields the product FC1=CC=C(C=C1)C1CCN(CC1)CCCC1=C2C(C(=O)NC2=O)=CC=C1 (3-[4-(4-FLUOROPHENYL)PIPERIDIN-1-YL]PROPYLPHTHALIMIDE). Yield: 11.8%. Reaction SMILES: Cl.[F:2][C:3]1[CH:8]=[CH:7][C:6]([CH:9]2[CH2:14][CH2:13][NH:12][CH2:11][CH2:10]2)=[CH:5][CH:4]=1.Br[CH2:16][CH2:17][CH2:18][C:19]1[CH:29]=[CH:28][CH:27]=[C:21]2[C:22]([NH:24][C:25](=[O:26])[C:20]=12)=[O:23].C(=O)([O-])[O-].[K+].[K+]>CN(C=O)C>[F:2][C:3]1[CH:8]=[CH:7][C:6]([CH:9]2[CH2:10][CH2:11][N:12]([CH2:16][CH2:17][CH2:18][C:19]3[CH:29]=[CH:28][CH:27]=[C:21]4[C:22]([NH:24][C:25](=[O:26])[C:20]=34)=[O:23])[CH2:13][CH2:14]2)=[CH:5][CH:4]=1 |f:0.1,3.4.5|. Procedure: A mixture of 4-(4-fluorophenyl)piperidine hydrochloride (5.08 g, 23.2 mmol), 3-bromopropylphthalimide (6.22 g, 23.2 mmol), and potassium carbonate (15 g) in DMF (100 mL) was stirred at 95-100° C. for 12 h. About 80% of the solvent was evaporated under reduced pressure. The residue was diluted with ethyl acetate (200 mL) and washed with brine (3×100 mL) and dried (Na2SO4). The solvent was evaporated from the ethyl acetate solution and the residue was purified by column chromatography (1/1 hexane-...